This data is from the Open Reaction Database (ORD), a public repository of structured organic reaction records. The task is: describe an organic reaction: reactants, conditions, products, and yield Reactants: CO, O=C1CCN(C2CCC(OC3CCC3)CC2)CC1, N. Yields the product NC1CCN(C2CCC(OC3CCC3)CC2)CC1. Reaction SMILES: [CH3:20][OH:21].[CH:1]1([O:5][CH:6]2[CH2:7][CH2:8][CH:9]([N:12]3[CH2:13][CH2:14][C:15](=[O:18])[CH2:16][CH2:17]3)[CH2:10][CH2:11]2)[CH2:2][CH2:3][CH2:4]1.[NH3:19]>>[CH:1]1([O:5][CH:6]2[CH2:7][CH2:8][CH:9]([N:12]3[CH2:13][CH2:14][CH:15]([NH2:19])[CH2:16][CH2:17]3)[CH2:10][CH2:11]2)[CH2:2][CH2:3][CH2:4]1. Starting materials: O[C@H](C(=O)O)[C@H](C(=O)O)CCCC1=CC=C(C=C1)OC(F)(F)F ((2S,3R)-2-hydroxy-3-{3-[4-(trifluoromethoxy)phenyl]propyl}butanedioic acid), COC(C)(C)OC (2,2-dimethoxypropane). Reagents/catalysts: [Cu](Cl)Cl (copper(II) chloride). Solvent: CC(=O)C (acetone). Run at time 14 hour. The product is CC1(OC([C@@H](O1)[C@H](C(=O)O)CCCC1=CC=C(C=C1)OC(F)(F)F)=O)C ((2R)-2-[(4S)-2,2-dimethyl-5-oxo-1,3-dioxolan-4-yl]-5-[4-(trifluoro methoxy)phenyl]pentanoic acid). As a reaction SMILES: [OH:1][C@@H:2]([C@@H:6]([CH2:10][CH2:11][CH2:12][C:13]1[CH:18]=[CH:17][C:16]([O:19][C:20]([F:23])([F:22])[F:21])=[CH:15][CH:14]=1)[C:7]([OH:9])=[O:8])[C:3]([OH:5])=[O:4].CO[C:26](OC)([CH3:28])[CH3:27]>CC(C)=O.[Cu](Cl)Cl>[CH3:27][C:26]1([CH3:28])[O:1][C@@H:2]([C@@H:6]([CH2:10][CH2:11][CH2:12][C:13]2[CH:14]=[CH:15][C:16]([O:19][C:20]([F:21])([F:22])[F:23])=[CH:17][CH:18]=2)[C:7]([OH:9])=[O:8])[C:3](=[O:5])[O:4]1. Procedure: To a solution of (2S,3R)-2-hydroxy-3-{3-[4-(trifluoromethoxy)phenyl]propyl}butanedioic acid (5.58 g; 16.6 mmol; 1.0 eq.) in acetone (61 mL) was added 2,2-dimethoxypropane (3.5 mL; 28.2 mmol; 1.70 eq.) and copper(II) chloride (220 mg; 1.66 mmol; 0.1 eq.). The resulting reaction mixture was stirred 14 h at RT. The reaction mixture was evaporated and the residue taken up in Et2O and filtered on a pad of cellite. The liquids were evaporated again and the residue was treated with activated charcoal i... Reaction conditions: time 1 hour. RXN SMILES: [Na].CS(C)=O.[OH:6][C:7]1[N:11]=[CH:10][N:9]([C:12]2[CH:17]=[CH:16][C:15]([C:18]([F:21])([F:20])[F:19])=[CH:14][CH:13]=2)[N:8]=1.Br[CH:23]([CH3:29])[C:24]([O:26][CH2:27][CH3:28])=[O:25]>C(O)C>[CH2:27]([O:26][C:24]([CH:23]([O:6][C:7]1[N:11]=[CH:10][N:9]([C:12]2[CH:13]=[CH:14][C:15]([C:18]([F:21])([F:19])[F:20])=[CH:16][CH:17]=2)[N:8]=1)[CH3:29])=[O:25])[CH3:28] |^1:0|. The reactants are CS(=O)C (dimethylsulfoxide), CS(=O)C (dimethylsulfoxide), OC1=NN(C=N1)C1=CC=C(C=C1)C(F)(F)F (3-hydroxy-1-(4-trifluoromethylphenyl)-1,2,4-1H-triazole), [Na] (sodium), BrC(C(=O)OCC)C (ethyl 2-bromopropionate), ice water. Solvent: C(C)O (ethanol). Procedure: A 0.54 g portion of sodium was dissolved in 15 ml of absolute ethanol, and was added to 50 ml of dimethylsulfoxide containing 5.4 g of 3-hydroxy-1-(4-trifluoromethylphenyl)-1,2,4-1H-triazole. An additional 25 ml of dimethylsulfoxide was added, and the mixture was heated on the steam bath for 15 minutes. Then 4.3 g of ethyl 2-bromopropionate was added and heating was continued for 1 hour. The mixture was then cooled and poured over ice-water, and the product was collected, dried, and purified by ... The product is C(C)OC(=O)C(C)OC1=NN(C=N1)C1=CC=C(C=C1)C(F)(F)F (3-(1-ethoxycarbonylethoxy)-1-(4-trifluoromethylphenyl)-1,2,4-1H-triazole). Starting materials: C1CCOC1, CC(C)=CCBr, [H-], [Na+], Oc1ccccc1I. The product is CC(C)=CCOc1ccccc1I. RXN SMILES: [CH2:17]1[O:18][CH2:19][CH2:20][CH2:21]1.[CH3:11][C:12](=[CH:13][CH2:14][Br:15])[CH3:16].[H-:10].[Na+:9].[OH:1][c:2]1[cH:3][cH:4][cH:5][cH:6][c:7]1[I:8]>>[O:1]([c:2]1[cH:3][cH:4][cH:5][cH:6][c:7]1[I:8])[CH2:14][CH:13]=[C:12]([CH3:11])[CH3:16]. Reactants: [BH4-].[Na+] (Sodium borohydride), C(C1=CC=CC=C1)OC1=NN(C(=C1C(C1=CC=C(C=C1)OC)=O)OC1=CC=CC=C1)C(C)C (3-benzyloxy-1-isopropyl-4-(4-methoxybenzoyl)-5-phenoxy-1H-pyrazole), C(CC(O)(C(=O)O)CC(=O)O)(=O)O (citric acid). The solvent is O1CCCC1 (tetrahydrofuran), O1CCCC1 (tetrahydrofuran). Conditions: time 3 hour. The product is C(C)(C)N1NC(C(=C1OC1=CC=CC=C1)CC1=CC=C(C=C1)OC)=O (1-Isopropyl-4-(4-methoxybenzyl)-5-phenoxy-1,2-dihydro-3H-pyrazol-3-one). Isolated yield 54.5%. Reaction SMILES: [BH4-].[Na+].C([O:10][C:11]1[C:15]([C:16](=O)[C:17]2[CH:22]=[CH:21][C:20]([O:23][CH3:24])=[CH:19][CH:18]=2)=[C:14]([O:26][C:27]2[CH:32]=[CH:31][CH:30]=[CH:29][CH:28]=2)[N:13]([CH:33]([CH3:35])[CH3:34])[N:12]=1)C1C=CC=CC=1.C(O)(=O)CC(CC(O)=O)(C(O)=O)O>O1CCCC1>[CH:33]([N:13]1[C:14]([O:26][C:27]2[CH:32]=[CH:31][CH:30]=[CH:29][CH:28]=2)=[C:15]([CH2:16][C:17]2[CH:18]=[CH:19][C:20]([O:23][CH3:24])=[CH:21][CH:22]=2)[C:11](=[O:10])[NH:12]1)([CH3:34])[CH3:35] |f:0.1|. Reported procedure: Sodium borohydride (10 mg) was suspended in tetrahydrofuran (1 mL) and to the stirred suspension was added dropwise a solution of 3-benzyloxy-1-isopropyl-4-(4-methoxybenzoyl)-5-phenoxy-1H-pyrazole (24 mg) in tetrahydrofuran (4 mL) under ice cooling. The mixture was stirred at room temperature for 3 hours and 1 mL of 10% citric acid aqueous solution was added dropwise to the reaction mixture, and the mixture was extracted with ethyl acetate. The organic layer was sequentially washed with a satura... Reactants: CC(=O)OCc1noc(-c2ccc(C(F)(F)F)c(F)c2)c1Cl, [Li+], C1CCOC1, [OH-]. Yields the product OCc1noc(-c2ccc(C(F)(F)F)c(F)c2)c1Cl. RXN SMILES: [C:1](=[O:2])([CH3:3])[O:4][CH2:5][c:6]1[n:7][o:8][c:9](-[c:12]2[cH:13][c:14]([F:22])[c:15]([C:18]([F:19])([F:20])[F:21])[cH:16][cH:17]2)[c:10]1[Cl:11].[Li+:24].[O:25]1[CH2:26][CH2:27][CH2:28][CH2:29]1.[OH-:23]>>[OH:4][CH2:5][c:6]1[n:7][o:8][c:9](-[c:12]2[cH:13][c:14]([F:22])[c:15]([C:18]([F:19])([F:20])[F:21])[cH:16][cH:17]2)[c:10]1[Cl:11].